This data is from the Open Reaction Database (ORD), a public repository of structured organic reaction records. The task is: describe an organic reaction: reactants, conditions, products, and yield Run at time 0.5 hour. Product: C(CCCCCCCCCCC)OC1=CC=C(CCl)C=C1 (4-Dodecyloxybenzyl chloride). The solvent is C1=CC=CC=C1 (benzene). Procedure: A solution of 4-dodecyloxybenzyl alcohol (Preparation 1, 2.92 g, 0.0010 M) in benzene (40 mL) is added dropwise to a stirred solution of thionyl chloride (3.0 mL, 4.97 g, 0.04 M) over a period of 20 minutes. The solution is stirred at room temperature for 0.5 hr and then is heated at reflux temperature for 3 hours (monitoring of the reaction by TLC may be deceptive since the product is hydrolyzed to starting alcohol when placed on a silica gel plate; the plate must be developed immediately after... Starting materials: C(CCCCCCCCCCC)OC1=CC=C(CO)C=C1 (4-dodecyloxybenzyl alcohol), S(=O)(Cl)Cl (thionyl chloride), alcohol. As a reaction SMILES: [CH2:1]([O:13][C:14]1[CH:21]=[CH:20][C:17]([CH2:18]O)=[CH:16][CH:15]=1)[CH2:2][CH2:3][CH2:4][CH2:5][CH2:6][CH2:7][CH2:8][CH2:9][CH2:10][CH2:11][CH3:12].S(Cl)([Cl:24])=O>C1C=CC=CC=1>[CH2:1]([O:13][C:14]1[CH:21]=[CH:20][C:17]([CH2:18][Cl:24])=[CH:16][CH:15]=1)[CH2:2][CH2:3][CH2:4][CH2:5][CH2:6][CH2:7][CH2:8][CH2:9][CH2:10][CH2:11][CH3:12]. The reactants are FC=1C=CC(=NC1)NC(=O)C[C@@H]1C=2C=3C(=NC=NC3SC2CC1)OC1CCC(CC1)N(C(OC(C)(C)C)=O)C (tert-butyl N-(4-[[(3R)-3-[[(5-fluoropyridin-2-yl)carbamoyl]methyl]-7-thia-9,11-diazatricyclo[6.4.0.0[2,6]]dodeca-1(8),2(6),9,11-tetraen-12-yl]oxy]cyclohexyl)-N-methylcarbamate), Cl (hydrochloric acid). Solvent: ClCCl (dichloromethane). Run at time 2 hour. Product: Cl.FC=1C=CC(=NC1)NC(C[C@@H]1C=2C=3C(=NC=NC3SC2CC1)OC1CCC(CC1)NC)=O (N-(5-fluoropyridin-2-yl)-2-[(3R)-12-[[4-(methylamino)cyclohexyl]oxy]-7-thia-9,11-diazatricyclo[6.4.0.0^[2,6]]dodeca-1(8),2(6),9,11-tetraen-3-yl]acetamide hydrochloride). As a reaction SMILES: [F:1][C:2]1[CH:3]=[CH:4][C:5]([NH:8][C:9]([CH2:11][C@H:12]2[CH2:23][CH2:22][C:21]3[S:20][C:19]4[N:18]=[CH:17][N:16]=[C:15]([O:24][CH:25]5[CH2:30][CH2:29][CH:28]([N:31](C)[C:32](=O)OC(C)(C)C)[CH2:27][CH2:26]5)[C:14]=4[C:13]2=3)=[O:10])=[N:6][CH:7]=1.[ClH:40]>ClCCl>[ClH:40].[F:1][C:2]1[CH:3]=[CH:4][C:5]([NH:8][C:9](=[O:10])[CH2:11][C@H:12]2[CH2:23][CH2:22][C:21]3[S:20][C:19]4[N:18]=[CH:17][N:16]=[C:15]([O:24][CH:25]5[CH2:30][CH2:29][CH:28]([NH:31][CH3:32])[CH2:27][CH2:26]5)[C:14]=4[C:13]2=3)=[N:6][CH:7]=1 |f:3.4|. Reported procedure: To a 25-mL round-bottom flask containing a solution of 36.1 (200 mg, 0.36 mmol, 1.00 equiv) in dichloromethane (15 mL) was added hydrochloric acid (12 M, 2 mL) at 0° C. under nitrogen. The resulting solution was stirred for 2 h at room temperature and concentrated under vacuum to afford N-(5-fluoropyridin-2-yl)-2-[(3R)-12-[[4-(methylamino)cyclohexyl]oxy]-7-thia-9,11-diazatricyclo[6.4.0.0^[2,6]]dodeca-1(8),2(6),9,11-tetraen-3-yl]acetamide hydrochloride (130 mg, crude), which was used in the next ...